From a dataset of the Open Reaction Database (ORD), a public repository of structured organic reaction records. describe an organic reaction: reactants, conditions, products, and yield The reactants are ClC1=NC(=NC(=N1)OC)OC (2-chloro-4,6-dimethoxy-1,3,5-triazine), Cl.CN (metylamine hydrochloride), COC1=NC(=NC(=C1OC1=C(C=CC=C1)OC)NS(=O)(=O)C1=NC=C(C=C1)C)C1=CC(=NC=C1)C(=O)O (4-[4-methoxy-5-(2-methoxy-phenoxy)-6-(5-methyl-pyridine-2-sulfonylamino)-pyrimidin-2-yl]-pyridine-2-carboxylic acid), COC1=NC(=NC(=C1OC1=C(C=CC=C1)OC)NS(=O)(=O)C1=NC=C(C=C1)C)C1=CC(=NC=C1)C(=O)O (4-[4-methoxy-5-(2-methoxy-phenoxy)-6-(5-methyl-pyridine-2-sulfonylamino)-pyrimidin-2-yl]-pyridine-2-carboxylic acid), CN1CCOCC1 (4-methylmorpholine). Solvent: CN(C)C=O (DMF). Reaction conditions: temperature 0 celsius, time 90 minute. The product is CNC(=O)C1=NC=CC(=C1)C1=NC(=C(C(=N1)OC)OC1=C(C=CC=C1)OC)NS(=O)(=O)C1=NC=C(C=C1)C (4-[4-methoxy-5-(2-methoxy-phenoxy)-6-(5-methyl-pyridine-2-sulfonylamino)-pyrimidin-2-yl]-pyridine-2-carboxylic acid methyl amide). As a reaction SMILES: [CH3:1][O:2][C:3]1[C:8]([O:9][C:10]2[CH:15]=[CH:14][CH:13]=[CH:12][C:11]=2[O:16][CH3:17])=[C:7]([NH:18][S:19]([C:22]2[CH:27]=[CH:26][C:25]([CH3:28])=[CH:24][N:23]=2)(=[O:21])=[O:20])[N:6]=[C:5]([C:29]2[CH:34]=[CH:33][N:32]=[C:31]([C:35]([OH:37])=O)[CH:30]=2)[N:4]=1.[CH3:38][N:39]1CCOCC1.ClC1N=C(OC)N=C(OC)N=1.Cl.CN>CN(C=O)C>[CH3:38][NH:39][C:35]([C:31]1[CH:30]=[C:29]([C:5]2[N:4]=[C:3]([O:2][CH3:1])[C:8]([O:9][C:10]3[CH:15]=[CH:14][CH:13]=[CH:12][C:11]=3[O:16][CH3:17])=[C:7]([NH:18][S:19]([C:22]3[CH:27]=[CH:26][C:25]([CH3:28])=[CH:24][N:23]=3)(=[O:21])=[O:20])[N:6]=2)[CH:34]=[CH:33][N:32]=1)=[O:37] |f:3.4|. Procedure: 70 mg of 4-[4-methoxy-5-(2-methoxy-phenoxy)-6-(5-methyl-pyridine-2-sulfonylamino)-pyrimidin-2-yl]-pyridine-2-carboxylic acid, product of example 21, dissolved in DMF (5 ml) was treated at RT with 30 mg of 4-methylmorpholine, then cooled to 0° C. and further treated with 26 mg of 2-chloro-4,6-dimethoxy-1,3,5-triazine followed. The solution was stirred at RT for 90 minutes, then treated with 10 mg of metylamine hydrochloride and stirred for 12 h at RT. The mixture was partitioned between cold dilu... The reactants are CC(=O)[O-], CC(=O)[O-], C1CCOC1, COC(=O)c1ccc(Cl)c(I)c1, CCOC(C)=O, CC(C)[Mg+], [Cl-], O=C(Cl)c1ccc([N+](=O)[O-])cc1Cl, [Cu+2], O. Product: COC(=O)c1ccc(Cl)c(C(=O)c2ccc([N+](=O)[O-])cc2Cl)c1. Reaction SMILES: [C:36]([O-:37])(=[O:38])[CH3:39].[C:41]([O-:42])(=[O:43])[CH3:44].[CH2:18]1[O:19][CH2:20][CH2:21][CH2:22]1.[CH3:1][O:2][C:3]([c:4]1[cH:5][c:6]([I:11])[c:7]([Cl:10])[cH:8][cH:9]1)=[O:12].[CH3:45][CH2:46][O:47][C:48]([CH3:49])=[O:50].[CH:14]([Mg+:15])([CH3:16])[CH3:17].[Cl-:13].[Cl:23][c:24]1[c:25]([C:26](=[O:27])[Cl:28])[cH:29][cH:30][c:31]([N+:33](=[O:34])[O-:35])[cH:32]1.[Cu+2:40].[OH2:51]>>[CH3:1][O:2][C:3]([c:4]1[cH:5][c:6]([C:26]([c:25]2[c:24]([Cl:23])[cH:32][c:31]([N+:33](=[O:34])[O-:35])[cH:30][cH:29]2)=[O:27])[c:7]([Cl:10])[cH:8][cH:9]1)=[O:12]. The reactants are O=C([O-])[O-], COCCOC, [Cs+], [Cs+], CC(C)(C)OC(=O)N1CC=C(OS(=O)(=O)C(F)(F)F)CC1, [Pd], c1ccc(P(c2ccccc2)c2ccccc2)cc1, c1ccc(P(c2ccccc2)c2ccccc2)cc1, c1ccc(P(c2ccccc2)c2ccccc2)cc1, c1ccc(P(c2ccccc2)c2ccccc2)cc1, OB(O)c1ccsc1. The product is CC(C)(C)OC(=O)N1CC=C(c2ccsc2)CC1. As a reaction SMILES: [C:30](=[O:31])([O-:32])[O-:33].[CH3:36][O:37][CH2:38][CH2:39][O:40][CH3:41].[Cs+:34].[Cs+:35].[F:1][C:2]([F:3])([F:4])[S:5]([O:6][C:7]1=[CH:12][CH2:11][N:10]([C:13](=[O:14])[O:15][C:16]([CH3:17])([CH3:18])[CH3:19])[CH2:9][CH2:8]1)(=[O:20])=[O:21].[Pd:42].[c:100]1([P:101]([c:102]2[cH:103][cH:104][cH:105][cH:106][cH:107]2)[c:108]2[cH:109][cH:110][cH:111][cH:112][cH:113]2)[cH:114][cH:115][cH:116][cH:117][cH:118]1.[c:43]1([P:44]([c:45]2[cH:46][cH:47][cH:48][cH:49][cH:50]2)[c:51]2[cH:52][cH:53][cH:54][cH:55][cH:56]2)[cH:57][cH:58][cH:59][cH:60][cH:61]1.[c:62]1([P:63]([c:64]2[cH:65][cH:66][cH:67][cH:68][cH:69]2)[c:70]2[cH:71][cH:72][cH:73][cH:74][cH:75]2)[cH:76][cH:77][cH:78][cH:79][cH:80]1.[c:81]1([P:82]([c:83]2[cH:84][cH:85][cH:86][cH:87][cH:88]2)[c:89]2[cH:90][cH:91][cH:92][cH:93][cH:94]2)[cH:95][cH:96][cH:97][cH:98][cH:99]1.[s:22]1[cH:23][c:24]([B:27]([OH:28])[OH:29])[cH:25][cH:26]1>>[C:7]1([c:24]2[cH:23][s:22][cH:26][cH:25]2)=[CH:12][CH2:11][N:10]([C:13](=[O:14])[O:15][C:16]([CH3:17])([CH3:18])[CH3:19])[CH2:9][CH2:8]1. Reactants: CC(=O)OC(C)=O, CO, CCCCCCCCCCCC(O)CC(=O)OC(C)(C)C, c1ccncc1. Product: CCCCCCCCCCCC(CC(=O)OC(C)(C)C)OC(C)=O. As a reaction SMILES: [CH3:22][C:23](=[O:24])[O:25][C:26](=[O:27])[CH3:28].[CH3:29][OH:30].[OH:1][CH:2]([CH2:3][C:4](=[O:5])[O:6][C:7]([CH3:8])([CH3:9])[CH3:10])[CH2:11][CH2:12][CH2:13][CH2:14][CH2:15][CH2:16][CH2:17][CH2:18][CH2:19][CH2:20][CH3:21].[cH:31]1[cH:32][cH:33][n:34][cH:35][cH:36]1>>[O:1]([CH:2]([CH2:3][C:4](=[O:5])[O:6][C:7]([CH3:8])([CH3:9])[CH3:10])[CH2:11][CH2:12][CH2:13][CH2:14][CH2:15][CH2:16][CH2:17][CH2:18][CH2:19][CH2:20][CH3:21])[C:23]([CH3:22])=[O:24]. Conditions: temperature 120 celsius. Starting materials: C(C)(=O)OC=1C(=C2CCC(OC2=C(C1C)C)(C)COC1=CC=C(C=C1)CC(C(=O)OCC)Cl)C (ethyl 3-[4-(6-acetoxy-2,5,7,8-tetramethylchroman-2-ylmethoxy)phenyl]-2-chloropropionate), NC(=S)N (thiourea), S1(=O)(=O)CCCC1 (sulfolane), Cl (hydrochloric acid). The solvent is COCCO (ethylene glycol monomethyl ether). Reported procedure: A mixture of 9.6 g of ethyl 3-[4-(6-acetoxy-2,5,7,8-tetramethylchroman-2-ylmethoxy)phenyl]-2-chloropropionate (prepared as described in Preparation 51), 1.8 g of thiourea and 11 ml of sulfolane was heated for 3.5 hours at 120° C. under a nitrogen stream. 100 ml of ethylene glycol monomethyl ether and 70 ml of 10% w/v aqueous hydrochloric acid were then added to the reaction mixture, after which it was heated under reflux for 12 hours. The product was then purified as described in Example 27, to ... The product is OC=1C(=C2CCC(OC2=C(C1C)C)(C)COC1=CC=C(CC2C(NC(S2)=O)=O)C=C1)C (5-[4-(6-Hydroxy-2,5,7,8-tetramethylchroman-2-ylmethoxy)benzyl]thiazolidine-2,4-dione). RXN SMILES: C([O:4][C:5]1[C:6]([CH3:34])=[C:7]2[C:12](=[C:13]([CH3:16])[C:14]=1[CH3:15])[O:11][C:10]([CH2:18][O:19][C:20]1[CH:25]=[CH:24][C:23]([CH2:26][CH:27](Cl)[C:28](OCC)=[O:29])=[CH:22][CH:21]=1)([CH3:17])[CH2:9][CH2:8]2)(=O)C.[NH2:35][C:36](N)=[S:37].S1(CCCC1)(=O)=[O:40].Cl>COCCO>[OH:4][C:5]1[C:6]([CH3:34])=[C:7]2[C:12](=[C:13]([CH3:16])[C:14]=1[CH3:15])[O:11][C:10]([CH2:18][O:19][C:20]1[CH:25]=[CH:24][C:23]([CH2:26][CH:27]3[S:37][C:36](=[O:40])[NH:35][C:28]3=[O:29])=[CH:22][CH:21]=1)([CH3:17])[CH2:9][CH2:8]2. The reactants are C(C(=O)O)(=O)O.CC(CC1=CC=C(C=C1)OC)NCC(C1=C(C=CC=C1)OCC1=CC=CC=C1)O (α-[(α-methyl-4-methoxyphenethylamino)methyl]-2-benzyloxybenzylalcohol oxalate). Reagents/catalysts: [C].[Pd] (palladium-carbon). Run in C(C)O (ethanol). Product: CC(CC1=CC=C(C=C1)OC)NCC(C1=C(C=CC=C1)O)O (α-[(α-methyl-4-methoxyphenethylamino)methyl]-2-hydroxybenzylalcohol). The yield is 81.0%. As a reaction SMILES: C(O)(=O)C(O)=O.[CH3:7][CH:8]([NH:18][CH2:19][CH:20]([OH:35])[C:21]1[CH:26]=[CH:25][CH:24]=[CH:23][C:22]=1[O:27]CC1C=CC=CC=1)[CH2:9][C:10]1[CH:15]=[CH:14][C:13]([O:16][CH3:17])=[CH:12][CH:11]=1>[C].[Pd].C(O)C>[CH3:7][CH:8]([NH:18][CH2:19][CH:20]([OH:35])[C:21]1[CH:26]=[CH:25][CH:24]=[CH:23][C:22]=1[OH:27])[CH2:9][C:10]1[CH:11]=[CH:12][C:13]([O:16][CH3:17])=[CH:14][CH:15]=1 |f:0.1,2.3|. Reported procedure: A mixture of 1.5 g of α-[(α-methyl-4-methoxyphenethylamino)methyl]-2-benzyloxybenzylalcohol oxalate [the diastereoisomer of M.p. 138°-139° C. (decomp.)], 0.3 g of 10% palladium-carbon and 30 ml of 90% aqueous ethanol is treated in the same manner as described in Example 1-(4-a). The crude product is recrystallized from ethanol in the presence of 300 mg of oxalic acid, and crystalline precipitates are collected by filtration. 0.76 g of α-[(α-methyl-4-methoxyphenethylamino)methyl]-2-hydroxybenzyla...